Dataset: the Open Reaction Database (ORD), a public repository of structured organic reaction records. Task: describe an organic reaction: reactants, conditions, products, and yield Reaction SMILES: [CH2:1]([O:3][C:4]([N:6]1[CH2:20][CH2:19][C:18]2[C:9](=[N:10][C:11]3[CH:12]=[CH:13][CH:14]=[CH:15][C:16]=3[C:17]=2Cl)[CH2:8][CH2:7]1)=[O:5])[CH3:2].[NH:22]1[CH2:26][CH2:25][CH2:24][CH2:23]1>>[CH2:1]([O:3][C:4]([N:6]1[CH2:20][CH2:19][C:18]2[C:9](=[N:10][C:11]3[CH:12]=[CH:13][CH:14]=[CH:15][C:16]=3[C:17]=2[N:22]2[CH2:26][CH2:25][CH2:24][CH2:23]2)[CH2:8][CH2:7]1)=[O:5])[CH3:2]. Isolated yield 18.0%. Reactants: C(C)OC(=O)N1CCC2=NC=3C=CC=CC3C(=C2CC1)Cl (1,2,4,5-tetrahydro-11-chloro-3-azepino[4,5-b]quinoline-carboxylic acid ethyl ester), N1CCCC1 (pyrrolidine). Procedure: 1,2,4,5-Tetrahydro-11-pyrrolidino-3-azepino[4,5-b]quinoline-carboxylic acid ethyl ester was prepared from 1,2,4,5-tetrahydro-11-chloro-3-azepino[4,5-b]quinoline-carboxylic acid ethyl ester and pyrrolidine analogous to Example 204. The product is C(C)OC(=O)N1CCC2=NC=3C=CC=CC3C(=C2CC1)N1CCCC1 (1,2,4,5-Tetrahydro-11-pyrrolidino-3-azepino[4,5-b]quinoline-carboxylic acid ethyl ester). The reactants are C([O-])(O)=O.[Na+] (Sodium bicarbonate), C(C)(=O)O[BH-](OC(C)=O)OC(C)=O.[Na+] (Sodium triacetoxyborohydride), NCC(O)C1=CC(=C(C=C1)Cl)OC (2-amino-1-(4-chloro-3-methoxy-phenyl)-ethanol), C(CC)=O (propionaldehyde). The solvent is O (water), ClCCl (dichloromethane), CO (methanol), ClCCl (dichloromethane). Conditions: time 1 hour. The product is N (ammonia), ClC1=C(C=C(C=C1)C(CNCCC)O)OC (1-(4-Chloro-3-methoxy-phenyl)-2-propylamino-ethanol). Isolated yield 87.9%. RXN SMILES: C(O[BH-](OC(=O)C)OC(=O)C)(=O)C.[Na+].[NH2:15][CH2:16][CH:17]([C:19]1[CH:24]=[CH:23][C:22]([Cl:25])=[C:21]([O:26][CH3:27])[CH:20]=1)[OH:18].[CH:28](=O)[CH2:29][CH3:30].C(=O)(O)[O-].[Na+]>ClCCl.O.CO>[NH3:15].[Cl:25][C:22]1[CH:23]=[CH:24][C:19]([CH:17]([OH:18])[CH2:16][NH:15][CH2:28][CH2:29][CH3:30])=[CH:20][C:21]=1[O:26][CH3:27] |f:0.1,4.5|. Procedure details: Sodium triacetoxyborohydride (1.25 g, 5.89 mmol) was added with care to a solution of 2-amino-1-(4-chloro-3-methoxy-phenyl)-ethanol (J. Med. Chem., 30(10), 1887, (1987)) (600 mg, 2.98 mmol) and propionaldehyde (0.22 mL, 2.96 mmol) in dichloromethane (110 mL), and the reaction mixture was stirred at room temperature for 1 hour. Sodium bicarbonate solution (sat. aq., 10 mL) was added dropwise and then the reaction mixture was diluted further with water (20 mL) and dichloromethane (20 mL). The aque... The reactants are C(C)(=O)C1C(CCCC1=O)=O (2-acetyl-cyclohexane-1,3-dione), C(C)NN (ethylhydrazine). The product is C(C)N1N=C(C=2C(CCCC12)=O)C (1-Ethyl-3-methyl-1,5,6,7-tetrahydro-4H-indazol-4-one). RXN SMILES: [C:1]([CH:4]1[C:9](=O)[CH2:8][CH2:7][CH2:6][C:5]1=[O:11])(=O)[CH3:2].[CH2:12]([NH:14][NH2:15])[CH3:13]>>[CH2:12]([N:14]1[C:9]2[CH2:8][CH2:7][CH2:6][C:5](=[O:11])[C:4]=2[C:1]([CH3:2])=[N:15]1)[CH3:13]. Procedure: Prepared analogously to Example 1 starting from 2-acetyl-cyclohexane-1,3-dione and ethylhydrazine. Starting materials: IN1C(CCC1=O)=O (N-Iodosuccinimide), CN1N=CC=C1C1=NC=C(C=C1)C(F)(F)F (2-(1-methyl-1H-pyrazol-5-yl)-5-(trifluoromethyl)pyridine). Run in C(C)(=O)O (acetic acid). Run at temperature 70 celsius. The product is IC=1C=NN(C1C1=NC=C(C=C1)C(F)(F)F)C (2-(4-iodo-1-methyl-1H-pyrazol-5-yl)-5-(trifluoromethyl)pyridine). RXN SMILES: [I:1]N1C(=O)CCC1=O.[CH3:9][N:10]1[C:14]([C:15]2[CH:20]=[CH:19][C:18]([C:21]([F:24])([F:23])[F:22])=[CH:17][N:16]=2)=[CH:13][CH:12]=[N:11]1>C(O)(=O)C>[I:1][C:13]1[CH:12]=[N:11][N:10]([CH3:9])[C:14]=1[C:15]1[CH:20]=[CH:19][C:18]([C:21]([F:24])([F:22])[F:23])=[CH:17][N:16]=1. Reported procedure: N-Iodosuccinimide (95%, 427 mg, 1.80 mmol) was added to a mixture of 2-(1-methyl-1H-pyrazol-5-yl)-5-(trifluoromethyl)pyridine (C13) (390 mg, 1.72 mmol) and acetic acid (4 mL), and the reaction mixture was heated at 70° C. for 1 hour. The mixture was concentrated in vacuo and subjected to silica gel chromatography (Gradient: 0% to 100% ethyl acetate in heptane) to afford the product as a white solid. Yield: 524 mg, 1.48 mmol, 86%. APCI m/z 353.8 (M+1). 1H NMR (400 MHz, CD3OD) δ 3.89 (s, 3H), 7.66... The reactants are O=C([O-])O, CCN1CCOCC1, CCN=C=NCCCN(C)C, O=C(O)C1CCC(=O)N1C1CCC1, NCc1cccc(C(F)(F)F)c1Cl, ClCCl, Cl, [Na+], On1nnc2ccccc21. Product: O=C(NCc1cccc(C(F)(F)F)c1Cl)C1CCC(=O)N1C1CCC1. RXN SMILES: [C:57](=[O:58])([O-:59])[OH:60].[CH2:36]([N:37]1[CH2:38][CH2:39][O:40][CH2:41][CH2:42]1)[CH3:43].[CH3:15][N:16]([CH3:17])[CH2:18][CH2:19][CH2:20][N:21]=[C:22]=[N:23][CH2:24][CH3:25].[CH:1]1([N:5]2[CH:6]([C:7](=[O:8])[OH:9])[CH2:10][CH2:11][C:12]2=[O:13])[CH2:2][CH2:3][CH2:4]1.[Cl:44][c:45]1[c:46]([CH2:55][NH2:56])[cH:47][cH:48][cH:49][c:50]1[C:51]([F:52])([F:53])[F:54].[Cl:62][CH2:63][Cl:64].[ClH:14].[Na+:61].[OH:26][n:27]1[c:28]2[cH:29][cH:30][cH:31][cH:32][c:33]2[n:34][n:35]1>>[CH:1]1([N:5]2[CH:6]([C:7](=[O:9])[NH:56][CH2:55][c:46]3[c:45]([Cl:44])[c:50]([C:51]([F:52])([F:53])[F:54])[cH:49][cH:48][cH:47]3)[CH2:10][CH2:11][C:12]2=[O:13])[CH2:2][CH2:3][CH2:4]1.